The task is: describe an organic reaction: reactants, conditions, products, and yield. This data is from the Open Reaction Database (ORD), a public repository of structured organic reaction records. Reactants: CN(C=O)C (N,N-Dimethylformamide), C([O-])([O-])=O.[K+].[K+] (potassium carbonate), BrCC(=O)OC (methyl bromoacetate), C1(=CC(=CC=2OC3=C(CCC21)C=CC=C3)O)O (10,11-dihydrodibenz[b,f]oxepin-1,3-diol). Run in CCCCCC (hexane). Run at time 2 hour. Product: OCCOC1=CC(=CC=2OC3=C(CCC21)C=CC=C3)OCCO (1,3-bis(2-hydroxyethoxy)-10,11-dihydrodibenz[b,f]oxepin). Isolated yield 58.0%. RXN SMILES: CN(C)[CH:3]=[O:4].[C:6](=[O:9])([O-])[O-].[K+].[K+].Br[CH2:13][C:14](OC)=[O:15].[C:18]1([OH:34])[C:28]2[CH2:27][CH2:26][C:25]3[CH:29]=[CH:30][CH:31]=[CH:32][C:24]=3[O:23][C:22]=2[CH:21]=[C:20](O)[CH:19]=1>CCCCCC>[OH:15][CH2:14][CH2:13][O:34][C:18]1[C:28]2[CH2:27][CH2:26][C:25]3[CH:29]=[CH:30][CH:31]=[CH:32][C:24]=3[O:23][C:22]=2[CH:21]=[C:20]([O:9][CH2:6][CH2:3][OH:4])[CH:19]=1 |f:1.2.3|. Procedure details: N,N-Dimethylformamide (0.6 ml), potassium carbonate (90 mg) and methyl bromoacetate (51 μl) were added to 50 mg of the Compound 12 recovered in the Production Example 12, and the resulting mixture was stirred at room temperature for 2 hours. The reaction solution was partitioned between ethyl acetate and dilute hydrochloric acid, and the resulting ethyl acetate layer was washed in water and then in an aqueous saturated sodium chloride solution and dried over anhydrous magnesium sulfate, followed... The reactants are N(=O)[O-].[Na+] (sodium nitrite), CN(/C=C/C(=O)C1=NN(C=CC1=O)C1=CC(=CC=C1)S(=O)(=O)C)C (3-((E)-3-dimethylamino-acryloyl)-1-(3-methansulfonyl-phenyl)-1H-pyridazin-4-one), C1(=NC=CC=2CCCCC12)NN ((5,6,7,8-tetrahydro-isoquinolin-1-yl)-hydrazine), [Sn](Cl)Cl (tin(II) chloride), C1(=NC=CC=2CCCCC12)N (5,6,7,8-tetrahydro-isoquinolin-1-ylamine). The product is CS(=O)(=O)C=1C=C(C=CC1)N1N=C(C(C=C1)=O)C=1N(N=CC1)C1=NC=CC=2CCCCC12 (1-(3-Methanesulfonyl-phenyl)-3-[2-(5,6,7,8-tetrahydro-isoquinolin-1-yl)-2H-pyrazol-3-yl]-1H-pyridazin-4-one). RXN SMILES: C[N:2](C)/[CH:3]=[CH:4]/[C:5]([C:7]1[C:12](=[O:13])[CH:11]=[CH:10][N:9]([C:14]2[CH:19]=[CH:18][CH:17]=[C:16]([S:20]([CH3:23])(=[O:22])=[O:21])[CH:15]=2)[N:8]=1)=O.[C:25]1([NH:35]N)[C:34]2[CH2:33][CH2:32][CH2:31][CH2:30][C:29]=2[CH:28]=[CH:27][N:26]=1.C1(N)C2CCCCC=2C=CN=1.N([O-])=O.[Na+].[Sn](Cl)Cl>>[CH3:23][S:20]([C:16]1[CH:15]=[C:14]([N:9]2[CH:10]=[CH:11][C:12](=[O:13])[C:7]([C:5]3[N:35]([C:25]4[C:34]5[CH2:33][CH2:32][CH2:31][CH2:30][C:29]=5[CH:28]=[CH:27][N:26]=4)[N:2]=[CH:3][CH:4]=3)=[N:8]2)[CH:19]=[CH:18][CH:17]=1)(=[O:22])=[O:21] |f:3.4|. Procedure details: Reaction of 3-((E)-3-dimethylamino-acryloyl)-1-(3-methansulfonyl-phenyl)-1H-pyridazin-4-one (A-7) and (5,6,7,8-tetrahydro-isoquinolin-1-yl)-hydrazine (prepared from the commercial 5,6,7,8-tetrahydro-isoquinolin-1-ylamine using sodium nitrite and tin(II) chloride in analogy to that described in J. Med. Chem. 2003, 46, 4676-4686) according to example 43 gave the desired product. MS: M=448.0 (M+H)+ Starting materials: COC(=O)c1ccc(CCC(=O)OC(C)(C)C)[nH]1, Cl. Yields the product COC(=O)c1ccc(CCC(=O)O)[nH]1. Reaction SMILES: [C:1]([CH3:2])([CH3:3])([CH3:4])[O:5][C:6]([CH2:7][CH2:8][c:9]1[cH:10][cH:11][c:12]([C:14](=[O:15])[O:16][CH3:17])[nH:13]1)=[O:18].[ClH:19]>>[O:5]=[C:6]([CH2:7][CH2:8][c:9]1[cH:10][cH:11][c:12]([C:14](=[O:15])[O:16][CH3:17])[nH:13]1)[OH:18]. Starting materials: B(Br)(Br)Br (boron tribromide), S(=O)([O-])S(=O)[O-].[Na+].[Na+] (sodium dithionite), COC=1C=C(CCNCC(COC2=CC=C3C(C=C(OC3=C2)C2=CC=CC=C2)=O)O)C=CC1OC (7-[3-[(3,4-dimethoxyphenethyl)amino]-2-hydroxypropoxy]flavone), O (water). The solvent is C(Cl)Cl (methylene chloride), C(C)(=O)O (acetic acid). Run at time 1 hour. The product is Br.OC=1C=C(CCNCC(COC2=CC=C3C(C=C(OC3=C2)C2=CC=CC=C2)=O)O)C=CC1O (7-[3-[(3,4-Dihydroxyphenethyl)amino]-2-hydroxypropoxy]flavone Hydrobromide). RXN SMILES: C[O:2][C:3]1[CH:4]=[C:5]([CH:31]=[CH:32][C:33]=1[O:34]C)[CH2:6][CH2:7][NH:8][CH2:9][CH:10]([OH:30])[CH2:11][O:12][C:13]1[CH:22]=[C:21]2[C:16]([C:17](=[O:29])[CH:18]=[C:19]([C:23]3[CH:28]=[CH:27][CH:26]=[CH:25][CH:24]=3)[O:20]2)=[CH:15][CH:14]=1.B(Br)(Br)[Br:37].O.S(S([O-])=O)([O-])=O.[Na+].[Na+]>C(Cl)Cl.C(O)(=O)C>[BrH:37].[OH:2][C:3]1[CH:4]=[C:5]([CH:31]=[CH:32][C:33]=1[OH:34])[CH2:6][CH2:7][NH:8][CH2:9][CH:10]([OH:30])[CH2:11][O:12][C:13]1[CH:22]=[C:21]2[C:16]([C:17](=[O:29])[CH:18]=[C:19]([C:23]3[CH:28]=[CH:27][CH:26]=[CH:25][CH:24]=3)[O:20]2)=[CH:15][CH:14]=1 |f:3.4.5,8.9|. Reported procedure: To a suspension of 7-[3-[(3,4-dimethoxyphenethyl)amino]-2-hydroxypropoxy]flavone, Example 3, (5.3 g, 11.1 mmol) in dry methylene chloride (100 ml) under nitrogen at -78° C. was slowly added boron tribromide (6.3 ml, 16.7 g, 66.9 mmol) via a syringe. The cooling bath was then removed and the suspension was stirred for 1 hour. The reaction mixture was carefully decomposed by addition of a sufficient amount of water to precipitate out a brown gum leaving a clear supernatant. The liquid was decanted... Reactants: ClC1=CC(=C(C=C1)C1=NC=CC2=CC(=CC=C12)S(=O)(=O)NC1=NC=NC=C1)C (1-(4-chloro-2-methylphenyl)-N-(pyrimidin-4-yl)isoquinoline-6-sulfonamide), FC=1C=C(C=CC1)B(O)O ((3-fluorophenyl)boronic acid), C1(CCCCC1)P(C1=C(C=CC=C1)C1=C(C=CC=C1OC)OC)C1CCCCC1 (dicyclohexyl(2′,6′-dimethoxy-[1,1′-biphenyl]-2-yl)phosphine), chloro(2-dicyclohexylphosphino-2′,6′-dimethoxy-1,1′-biphenyl)[2-(2-aminoethylphenyl)]palladium(ii) dichloromethane, P(=O)([O-])([O-])[O-].[K+].[K+].[K+] (potassium phosphate). Run at temperature 100 celsius. The product is FC=1C=C(C=CC1)C1=CC(=C(C=C1)C1=NC=CC2=CC(=CC=C12)S(=O)(=O)NC1=NC=NC=C1)C (1-(3′-fluoro-3-methyl-[1,1′-biphenyl]-4-yl)-N-(pyrimidin-4-yl)isoquinoline-6-sulfonamide). Isolated yield 42.0%. Reaction SMILES: Cl[C:2]1[CH:7]=[CH:6][C:5]([C:8]2[C:17]3[C:12](=[CH:13][C:14]([S:18]([NH:21][C:22]4[CH:27]=[CH:26][N:25]=[CH:24][N:23]=4)(=[O:20])=[O:19])=[CH:15][CH:16]=3)[CH:11]=[CH:10][N:9]=2)=[C:4]([CH3:28])[CH:3]=1.[F:29][C:30]1[CH:31]=[C:32](B(O)O)[CH:33]=[CH:34][CH:35]=1.C1(P(C2CCCCC2)C2C=CC=CC=2C2C(OC)=CC=CC=2OC)CCCCC1.P([O-])([O-])([O-])=O.[K+].[K+].[K+]>>[F:29][C:30]1[CH:35]=[C:34]([C:2]2[CH:7]=[CH:6][C:5]([C:8]3[C:17]4[C:12](=[CH:13][C:14]([S:18]([NH:21][C:22]5[CH:27]=[CH:26][N:25]=[CH:24][N:23]=5)(=[O:19])=[O:20])=[CH:15][CH:16]=4)[CH:11]=[CH:10][N:9]=3)=[C:4]([CH3:28])[CH:3]=2)[CH:33]=[CH:32][CH:31]=1 |f:3.4.5.6|. Procedure: A vial was charged with 1-(4-chloro-2-methylphenyl)-N-(pyrimidin-4-yl)isoquinoline-6-sulfonamide (EXAMPLE 357; 61.66 mg, 0.150 mmol) (3-fluorophenyl)boronic acid (42.0 mg, 0.300 mmol), dicyclohexyl(2′,6′-dimethoxy-[1,1′-biphenyl]-2-yl)phosphine (3.08 mg, 7.50 mmol), chloro(2-dicyclohexylphosphino-2′,6′-dimethoxy-1,1′-biphenyl)[2-(2-aminoethylphenyl)]palladium(ii) dichloromethane (11.37 mg, 0.015 mmol) and potassium phosphate (96 mg, 0.450 mmol). The vial was flushed with Ar (g), then 1,4-dioxane... Starting materials: C(C)(C)(C)OC(=O)N[C@@H](CC(C)C)C(=O)O (N-(tert-butyloxycarbonyl)-L-leucine), [H-].[Al+3].[Li+].[H-].[H-].[H-] (lithium aluminum hydride), S([O-])(O)(=O)=O.[K+] (potassium bisulfate). Run in O (water). Reaction conditions: time 30 minute. Yields the product C(C)(C)(C)OC(=O)N[C@@H](CC(C)C)C=O (N-(tert-butyloxycarbonyl)leucinal). Isolated yield 8.7%. Reaction SMILES: [C:1]([O:5][C:6]([NH:8][C@H:9]([C:14](O)=[O:15])[CH2:10][CH:11]([CH3:13])[CH3:12])=[O:7])([CH3:4])([CH3:3])[CH3:2].[H-].[Al+3].[Li+].[H-].[H-].[H-].S(=O)(=O)(O)[O-].[K+]>O>[C:1]([O:5][C:6]([NH:8][C@H:9]([CH:14]=[O:15])[CH2:10][CH:11]([CH3:12])[CH3:13])=[O:7])([CH3:3])([CH3:4])[CH3:2] |f:1.2.3.4.5.6,7.8|. Reported procedure: A solution of N-(tert-butyloxycarbonyl)-L-leucine N,O-dimethylhydroxamide (19.80 g, 0.75 mol) in 400 mL was cooled in an ice bath under a nitrogen atmosphere while lithium aluminum hydride (3.58 g, 0.094 mole) was added as rapidly as safely possible. The resulting mixture was stirred for 30 minutes and then the reaction was stopped by addition of a solution of 25.8g of potassium bisulfate in water (400 mL). The mixture was stirred 15 minutes after addition was complete and then was filtered to g...